Dataset: the Open Reaction Database (ORD), a public repository of structured organic reaction records. Task: describe an organic reaction: reactants, conditions, products, and yield Reactants: CC1=CC=C(C(N1)=O)NC(OCC1=CC=CC=C1)=O (benzyl N-(6-methyl-2-oxo-1,2-dihydro-3-pyridinyl)carbamate), C(=O)([O-])[O-].[K+].[K+] (K2CO3), resultant mixture, BrCC(=O)OC(C)(C)C (tert-butyl 2-bromoacetate). Solvent: CC(CC)=O (2-butanone), CC(CC)=O (2-butanone). Run at time 18 hour. Product: C(C1=CC=CC=C1)OC(=O)NC=1C(N(C(=CC1)C)CC(=O)OC(C)(C)C)=O (tert-Butyl 2-[3-[(benzyloxy)carbonyl]amino-6-methyl-2-oxo-1(2H)-pyridinyl]acetate). Yield: 52.0%. As a reaction SMILES: [CH3:1][C:2]1[NH:7][C:6](=[O:8])[C:5]([NH:9][C:10](=[O:19])[O:11][CH2:12][C:13]2[CH:18]=[CH:17][CH:16]=[CH:15][CH:14]=2)=[CH:4][CH:3]=1.C([O-])([O-])=O.[K+].[K+].Br[CH2:27][C:28]([O:30][C:31]([CH3:34])([CH3:33])[CH3:32])=[O:29]>CC(=O)CC>[CH2:12]([O:11][C:10]([NH:9][C:5]1[C:6](=[O:8])[N:7]([CH2:27][C:28]([O:30][C:31]([CH3:34])([CH3:33])[CH3:32])=[O:29])[C:2]([CH3:1])=[CH:3][CH:4]=1)=[O:19])[C:13]1[CH:18]=[CH:17][CH:16]=[CH:15][CH:14]=1 |f:1.2.3|. Procedure details: A slurry of benzyl N-(6-methyl-2-oxo-1,2-dihydro-3-pyridinyl)carbamate (preparation 3) (20 g, 78 mmol) in 2-butanone (500 ml) was treated with K2CO3 (53.9 g, 94 mmol) and further 2-butanone (100 ml). The resultant mixture was treated cautiously with tert-butyl 2-bromoacetate (15.2 ml, 94 mmol) and stirred at room temperature for 18 hr. The solvent was evaporated and the crude material was partitioned between ethyl acetate and water. The aqueous layer was washed with ethyl acetate, the combined o... The reactants are COC1=C(C#N)C=CC(=C1)N1C(C(C(C1C)=O)(C)C)=O (2-methoxy-4-(3,3,5-trimethyl-2,4-dioxopyrrolidin-1-yl)benzonitrile), C[Mg]Br.C1CCOC1 (methylmagnesium bromide THF). Yields the product O[C@]1([C@H](N(C(C1(C)C)=O)C1=CC(=C(C#N)C=C1)OC)C)C (rac-4-[(2R,3R)-3-hydroxy-2,3,4,4-tetramethyl-5-oxopyrrolidin-1-yl]-2-methoxybenzonitrile), solid. The yield is 90.0%. As a reaction SMILES: [CH3:1][O:2][C:3]1[CH:10]=[C:9]([N:11]2[CH:15]([CH3:16])[C:14](=[O:17])[C:13]([CH3:19])([CH3:18])[C:12]2=[O:20])[CH:8]=[CH:7][C:4]=1[C:5]#[N:6].[CH3:21][Mg]Br.C1COCC1>>[OH:17][C@:14]1([CH3:21])[C:13]([CH3:19])([CH3:18])[C:12](=[O:20])[N:11]([C:9]2[CH:8]=[CH:7][C:4]([C:5]#[N:6])=[C:3]([O:2][CH3:1])[CH:10]=2)[C@@H:15]1[CH3:16] |f:1.2|. Reported procedure: Using 2-methoxy-4-(3,3,5-trimethyl-2,4-dioxopyrrolidin-1-yl)benzonitrile (100 mg) and methylmagnesium bromide-THF solution (3.67 mL, 1.0 mol/L), and in the same manner as in Example 2, the title compound was obtained as a colorless solid (yield: 96 mg, 90%). Starting materials: NC=1C(=NC(=CN1)Br)C(=O)NC1=CC=CC=C1 (3-amino-6-bromo-N-phenyl-pyrazine-2-carboxamide), B(O)(O)C1=CC=C(C(=O)O)C=C1 (4-boronobenzoic acid), C(=O)([O-])[O-].[Na+].[Na+] (Na2CO3), N#N (N2). The reagents and catalysts are C=1C=CC(=CC1)[P](C=2C=CC=CC2)(C=3C=CC=CC3)[Pd]([P](C=4C=CC=CC4)(C=5C=CC=CC5)C=6C=CC=CC6)([P](C=7C=CC=CC7)(C=8C=CC=CC8)C=9C=CC=CC9)[P](C=1C=CC=CC1)(C=1C=CC=CC1)C=1C=CC=CC1 (Pd(PPh3)4). The solvent is CC#N (MeCN), O (water). Reaction conditions: temperature 90 celsius, time 4 hour. Yields the product NC=1N=CC(=NC1C(NC1=CC=CC=C1)=O)C1=CC=C(C(=O)O)C=C1 (4-(5-amino-6-(phenylcarbamoyl)pyrazin-2-yl)benzoic acid). Yield: 73.9%. RXN SMILES: [NH2:1][C:2]1[C:3]([C:9]([NH:11][C:12]2[CH:17]=[CH:16][CH:15]=[CH:14][CH:13]=2)=[O:10])=[N:4][C:5](Br)=[CH:6][N:7]=1.B([C:21]1[CH:29]=[CH:28][C:24]([C:25]([OH:27])=[O:26])=[CH:23][CH:22]=1)(O)O.C([O-])([O-])=O.[Na+].[Na+].N#N>CC#N.C1C=CC([P]([Pd]([P](C2C=CC=CC=2)(C2C=CC=CC=2)C2C=CC=CC=2)([P](C2C=CC=CC=2)(C2C=CC=CC=2)C2C=CC=CC=2)[P](C2C=CC=CC=2)(C2C=CC=CC=2)C2C=CC=CC=2)(C2C=CC=CC=2)C2C=CC=CC=2)=CC=1.O>[NH2:1][C:2]1[N:7]=[CH:6][C:5]([C:21]2[CH:29]=[CH:28][C:24]([C:25]([OH:27])=[O:26])=[CH:23][CH:22]=2)=[N:4][C:3]=1[C:9](=[O:10])[NH:11][C:12]1[CH:17]=[CH:16][CH:15]=[CH:14][CH:13]=1 |f:2.3.4,^1:44,46,65,84|. Procedure details: A mixture of 3-amino-6-bromo-N-phenyl-pyrazine-2-carboxamide (3.62 g, 12.35 mmol), 4-boronobenzoic acid (2.049 g, 12.35 mmol) and Na2CO3 (2.618 g, 24.70 mmol) was suspended in MeCN (60 mL)/water (60 mL). The mixture was degassed (5×N2 vacuum cycles) and Pd(PPh3)4 (1.427 g, 1.235 mmol) added. The mixture was degassed again and heated to 90° C. After 4 hours, the mixture was allowed to cool, concentrated to half its original volume and washed with DCM. The aqueous phase was acidified to pH4 (2M HC... The reactants are C(=O)[O-].[NH4+] (ammonium formate), ClC1=C(C(=O)OCC)C=C(C(=N1)OC1=CC(=C(C=C1)F)F)F (ethyl 2-chloro-6-(3,4-difluorophenoxy)-5-fluoronicotinate). Reagents/catalysts: [Pd] (Pd/C). Solvent: CO (methanol). Conditions: temperature 65 celsius, time 10 hour. Yields the product FC=1C=C(OC2=NC=C(C(=O)OCC)C=C2F)C=CC1F (ethyl 6-(3,4-difluoro phenoxy)-5-fluoronicotinate). The yield is 74.8%. RXN SMILES: C([O-])=O.[NH4+].Cl[C:6]1[N:16]=[C:15]([O:17][C:18]2[CH:23]=[CH:22][C:21]([F:24])=[C:20]([F:25])[CH:19]=2)[C:14]([F:26])=[CH:13][C:7]=1[C:8]([O:10][CH2:11][CH3:12])=[O:9]>CO.[Pd]>[F:25][C:20]1[CH:19]=[C:18]([CH:23]=[CH:22][C:21]=1[F:24])[O:17][C:15]1[C:14]([F:26])=[CH:13][C:7]([C:8]([O:10][CH2:11][CH3:12])=[O:9])=[CH:6][N:16]=1 |f:0.1|. Procedure: To a solution of ammonium formate (28.5 g, 452 mmol) and ethyl 2-chloro-6-(3,4-difluorophenoxy)-5-fluoronicotinate (30 g, 90 mmol) in methanol (300 mL) was added Pd/C (3 g, 2.82 mmol). The reaction mixture was stirred at 65° C. for 10 hr. and then filtered. The filtrate was concentrated under reduced pressure to get ethyl 6-(3,4-difluoro phenoxy)-5-fluoronicotinate (20 g, 48.4%). The reactants are CC(=O)C1=CC(OC)=C(O)C=C1 (Acetovanillone), O (water), C([O-])([O-])=O.[K+].[K+] (potassium carbonate), C(C)OC(CCCBr)=O (ethyl-4-bromobutyrate). The solvent is CN(C=O)C (dimethylformamide). Conditions: time 17.5 hour. Yields the product C(C)(=O)C1=CC(=C(OCCCC(=O)OCC)C=C1)OC (ethyl 4-(4-ethanoyl-2-methoxyphenoxy)butanoate). Isolated yield 98.1%. Reaction SMILES: [CH3:1][C:2]([C:4]1[CH:12]=[CH:11][C:9]([OH:10])=[C:6]([O:7][CH3:8])[CH:5]=1)=[O:3].C(=O)([O-])[O-].[K+].[K+].[CH2:19]([O:21][C:22](=[O:27])[CH2:23][CH2:24][CH2:25]Br)[CH3:20].O>CN(C)C=O>[C:2]([C:4]1[CH:12]=[CH:11][C:9]([O:10][CH2:25][CH2:24][CH2:23][C:22]([O:21][CH2:19][CH3:20])=[O:27])=[C:6]([O:7][CH3:8])[CH:5]=1)(=[O:3])[CH3:1] |f:1.2.3|. Procedure: Acetovanillone (16.6 g, 0.10 mol), potassium carbonate (30.0 g, 0.22 mol) and ethyl-4-bromobutyrate (17 mL, 0.12 mol) were combined in dimethylformamide (50 mL) and stirred under Argon for 17.5 h. The reaction was poured into water (800 mL) and stirred for 24 h. The product was isolated by filtration to yield ethyl 4-(4-ethanoyl-2-methoxyphenoxy)butanoate (27.5 g, 98%) as a white powder. 1H NMR (δ, ppm): 1.28 (t, CO2CH2CH3), 2.21 (p, ArOCH2CH2CH2), 2.56 (t, ArOCH2CH2CH2), 2.60 (s, ArCOCH3), 3.92... The reactants are ClC1=NC=C(C(=N1)Cl)OC (2,4-dichloro-5-methoxy-pyrimidine), C(=O)([O-])[O-].[K+].[K+] (K2CO3). The solvent is CO (MeOH). Conditions: time 24 hour. Product: ClC1=NC=C(C(=N1)OC)OC (2-chloro-4,5-dimethoxy-pyrimidine). Yield: 92.2%. RXN SMILES: [Cl:1][C:2]1[N:7]=[C:6](Cl)[C:5]([O:9][CH3:10])=[CH:4][N:3]=1.[C:11]([O-])([O-])=[O:12].[K+].[K+]>CO>[Cl:1][C:2]1[N:7]=[C:6]([O:12][CH3:11])[C:5]([O:9][CH3:10])=[CH:4][N:3]=1 |f:1.2.3|. Procedure: To a solution of 10 g (55.9 mmol) 2,4-dichloro-5-methoxy-pyrimidine in 200 mL MeOH was added 7.7 g (55.9 mmol) K2CO3. The reaction mixture was stirred at room temperature for 24 h, then the volatiles were removed in vacuo. The residue was diluted with EtOAc (200 mL) and water (100 mL). The organic layer was separated, dried (Na2SO4), and evaporated affording 9.0 g (92%) 2-chloro-4,5-dimethoxy-pyrimidine as a fluffy white solid which was used in subsequent steps without further purification. LCMS... The reactants are O (water), BrCC(=O)OCC (ethyl bromoacetate), C(#N)C=1C=C(C=CC1OCC(C)(C)C)NC(=O)C=1N(C=CC1)C1=CC=C(C=C1)F (N-[3-Cyano-4-neopentyloxyphenyl]-1-(4-fluorophenyl) pyrrole-2-carboxamide), [H-].[Na+] (sodium hydride). The solvent is CN(C=O)C (Dimethylformamide), CN(C=O)C (dimethylformamide). Product: C(#N)C=1C=C(C=CC1OCC(C)(C)C)N(CC(=O)O)C(=O)C=1N(C=CC1)C1=CC=C(C=C1)F (N-(3-Cyano-4-neopentyloxyphenyl)-N-[1-(4-fluorophenyl)pyrrol-2-ylcarbonyl]glycine). The yield is 65.3%. As a reaction SMILES: [C:1]([C:3]1[CH:4]=[C:5]([NH:15][C:16]([C:18]2[N:19]([C:23]3[CH:28]=[CH:27][C:26]([F:29])=[CH:25][CH:24]=3)[CH:20]=[CH:21][CH:22]=2)=[O:17])[CH:6]=[CH:7][C:8]=1[O:9][CH2:10][C:11]([CH3:14])([CH3:13])[CH3:12])#[N:2].[H-].[Na+].Br[CH2:33][C:34]([O:36]CC)=[O:35].O>CN(C)C=O>[C:1]([C:3]1[CH:4]=[C:5]([N:15]([C:16]([C:18]2[N:19]([C:23]3[CH:28]=[CH:27][C:26]([F:29])=[CH:25][CH:24]=3)[CH:20]=[CH:21][CH:22]=2)=[O:17])[CH2:33][C:34]([OH:36])=[O:35])[CH:6]=[CH:7][C:8]=1[O:9][CH2:10][C:11]([CH3:14])([CH3:13])[CH3:12])#[N:2] |f:1.2|. Procedure: N-[3-Cyano-4-neopentyloxyphenyl]-1-(4-fluorophenyl) pyrrole-2-carboxamide (4.0 g) and sodium hydride (60% content, 0.6 g) were reacted in dimethylformamide (40 ml) under ice-cooling for 1 h. Dimethylformamide solution (3 ml) containing ethyl bromoacetate (3.4g) was added and the mixture was stirred under ice-cooling for 1 h, and after allowed to warm to room temperature, stirred for another 1 h. The reaction mixture was added into water and extracted with ethyl acetate. The organic layer was was... Isolated yield 65.3%. The product is C(C)N1C=C(C=C1)C(=O)OCC (Ethyl 1-ethyl-3-pyrrolecarboxylate). Reactants: C(=O)N(C)CC(=O)O (N-formylsarcosine), C(C#C)(=O)OCC (ethyl propiolate), C(C)(=O)OC(C)=O (acetic anhydride). As a reaction SMILES: [CH:1]([N:3]([CH2:5][C:6](O)=O)[CH3:4])=O.[C:9]([O:13][CH2:14][CH3:15])(=[O:12])[C:10]#[CH:11].C(OC(=O)C)(=O)C>>[CH2:5]([N:3]1[CH:1]=[CH:11][C:10]([C:9]([O:13][CH2:14][CH3:15])=[O:12])=[CH:4]1)[CH3:6]. Reported procedure: Using 117.1 g (1 mol) of N-formylsarcosine, 98.1 g (1 mol) of ethyl propiolate and 638 ml of acetic anhydride, a reaction and post treatment were conducted in a similar manner as in Referential Example 1. The resulting brown oil was distilled under reduced pressure and a 103-104° C. fraction was collected under 4 mmHg, whereby 109.19 g of the title compound were obtained (yield: 71.3%). The reactants are C(C1=CC=CC=C1)=O (benzaldehyde), C(C)OC(CN)OCC (2-aminoacetaldehyde diethyl acetal), C(C)(=O)O[BH-](OC(C)=O)OC(C)=O.[Na+] (Sodium triacetoxyborohydride), C([O-])(O)=O.[Na+] (sodium bicarbonate). Run in ClC(C)Cl (dichloroethane), C(C)(=O)O (acetic acid), C(C)(=O)OCC (Ethyl acetate). Yields the product C(C)OC(CNCC1=CC=CC=C1)OCC (N-Benzyl 2-aminoacetaldehyde diethyl acetal), oil. Reaction SMILES: [CH:1](=O)[C:2]1[CH:7]=[CH:6][CH:5]=[CH:4][CH:3]=1.[CH2:9]([O:11][CH:12]([O:15][CH2:16][CH3:17])[CH2:13][NH2:14])[CH3:10].C(O[BH-](OC(=O)C)OC(=O)C)(=O)C.[Na+].C(=O)(O)[O-].[Na+]>ClC(Cl)C.C(OCC)(=O)C.C(O)(=O)C>[CH2:9]([O:11][CH:12]([O:15][CH2:16][CH3:17])[CH2:13][NH:14][CH2:1][C:2]1[CH:7]=[CH:6][CH:5]=[CH:4][CH:3]=1)[CH3:10] |f:2.3,4.5|. Reported procedure: A solution of benzaldehyde (3.0 mL, 0.0295 mol) and 2-aminoacetaldehyde diethyl acetal (4.3 mL, 0.0295 mol) in dichloroethane (60 mL) was brought to pH 7 by the addition of acetic acid. Sodium triacetoxyborohydride (8.1 g, 0.038 mol) was added and the reaction stirred until complete. Saturated sodium bicarbonate was added and the reaction stirred for 30 min. Ethyl acetate was added and the organic phase washed with saturated sodium chloride, then dried over magnesium sulfate. The crude product w...